This data is from the Open Reaction Database (ORD), a public repository of structured organic reaction records. The task is: describe an organic reaction: reactants, conditions, products, and yield Reactants: N#C[K], CN(C)C=O, CCc1cccc2c(S(=O)(=O)c3ccc(C)cc3)cnnc12. Product: CCc1cccc2c(C#N)cnnc12. RXN SMILES: [K:1][C:2]#[N:3].[O:26]=[CH:27][N:28]([CH3:29])[CH3:30].[c:4]1([CH3:5])[cH:6][cH:7][c:8]([S:9](=[O:10])(=[O:11])[c:13]2[cH:14][n:15][n:16][c:17]3[c:18]([CH2:23][CH3:24])[cH:19][cH:20][cH:21][c:22]23)[cH:12][cH:25]1>>[C:2](#[N:3])[c:13]1[cH:14][n:15][n:16][c:17]2[c:18]([CH2:23][CH3:24])[cH:19][cH:20][cH:21][c:22]12. Starting materials: NN1C=NC(=C2N3C(N=C12)N(C(N3C)=O)CCN3CCN(CC3)C3=CC=C(C=C3)OCCOC)C=3OC=CC3 (5-amino-8-(2-furyl)-3-[2-[4-[4-(2-methoxyethoxy)phenyl]piperazin-1-yl]ethyl]-1-methyl-[1,2,4]triazolo[5,1-f]purin-2-one), B(Br)(Br)Br (BBr3). Run in C(Cl)Cl (DCM). Run at temperature 25 celsius, time 20 hour. Yields the product NN1C=NC(=C2N3C(N=C12)N(C(N3C)=O)CCN3CCN(CC3)C3=CC=C(C=C3)OCCO)C=3OC=CC3 (5-amino-8-(2-furyl)-3-[2-[4-[4-(2-hydroxyethoxy)phenyl]piperazin-1-yl]ethyl]-1-methyl-[1,2,4]triazolo[5,1-f]purin-2-one). Yield: 95.9%. Reaction SMILES: [NH2:1][N:2]1[C:10]2[C:6]([N:7]3[N:13]([CH3:14])[C:12](=[O:15])[N:11]([CH2:16][CH2:17][N:18]4[CH2:23][CH2:22][N:21]([C:24]5[CH:29]=[CH:28][C:27]([O:30][CH2:31][CH2:32][O:33]C)=[CH:26][CH:25]=5)[CH2:20][CH2:19]4)[CH:8]3[N:9]=2)=[C:5]([C:35]2[O:36][CH:37]=[CH:38][CH:39]=2)[N:4]=[CH:3]1.B(Br)(Br)Br>C(Cl)Cl>[NH2:1][N:2]1[C:10]2[C:6]([N:7]3[N:13]([CH3:14])[C:12](=[O:15])[N:11]([CH2:16][CH2:17][N:18]4[CH2:23][CH2:22][N:21]([C:24]5[CH:25]=[CH:26][C:27]([O:30][CH2:31][CH2:32][OH:33])=[CH:28][CH:29]=5)[CH2:20][CH2:19]4)[CH:8]3[N:9]=2)=[C:5]([C:35]2[O:36][CH:37]=[CH:38][CH:39]=2)[N:4]=[CH:3]1. Reported procedure: To a solution of compound 5-amino-8-(2-furyl)-3-[2-[4-[4-(2-methoxyethoxy)phenyl]piperazin-1-yl]ethyl]-1-methyl-[1,2,4]triazolo[5,1-f]purin-2-one (Example A1) (0.075 g, 0.140 mmol), in DCM (10 ml) was added BBr3 (0.15 ml, 0.154 mmol) drop wise at 0° C. and stirred at 25° C. for 20 hours. The reaction mixture was quenched with sat. NaHCO3 (25 ml) and extracted with DCM (3×20 ml). The crude product was purified by column chromatography to obtain 5-amino-8-(2-furyl)-3-[2-[4-[4-(2-hydroxyethoxy)phen...